From a dataset of the Open Reaction Database (ORD), a public repository of structured organic reaction records. describe an organic reaction: reactants, conditions, products, and yield Reactants: FC1=C(C(=C(C(=N1)F)F)F)F (pentafluoropyridine). The reagents and catalysts are [Zn] (zinc). Solvent: N (ammonia). Reaction conditions: time 5 hour. Yields the product FC1=NC(=C(C=C1F)F)F (2,3,5,6-tetrafluoropyridine). Isolated yield 84.5%. RXN SMILES: [F:1][C:2]1[N:7]=[C:6]([F:8])[C:5]([F:9])=[C:4](F)[C:3]=1[F:11]>[Zn].N>[F:8][C:6]1[C:5]([F:9])=[CH:4][C:3]([F:11])=[C:2]([F:1])[N:7]=1. Reported procedure: 80 g of pentafluoropyridine (Janssen) and 111.5 g of zinc power were added to 560 ml of 20% aqueous ammonia. The resulting mixture was stirred at room temperature for 5 hours, and then gently refluxed to remove water using a Dean-Stark trap, to obtain 60.4 g (yield: 84.5%) of the title compound. Product: Cc1c(OC2CCC(C)(C)C(N3C(=O)c4ccccc4C3=O)C2)ccc2[nH]ncc12. As a reaction SMILES: [C:32]([CH:33]=[P:34]([CH2:35][CH2:36][CH2:37][CH3:38])([CH2:39][CH2:40][CH2:41][CH3:42])[CH2:43][CH2:44][CH2:45][CH3:46])#[N:47].[CH3:1][c:2]1[c:3]2[cH:4][n:5][nH:6][c:7]2[cH:8][cH:9][c:10]1[OH:11].[CH3:48][c:49]1[cH:50][cH:51][cH:52][cH:53][cH:54]1.[OH:12][CH:13]1[CH2:14][CH2:15][C:16]([CH3:30])([CH3:31])[CH:17]([N:19]2[C:20](=[O:29])[c:21]3[cH:22][cH:23][cH:24][cH:25][c:26]3[C:27]2=[O:28])[CH2:18]1>>[CH3:1][c:2]1[c:3]2[cH:4][n:5][nH:6][c:7]2[cH:8][cH:9][c:10]1[O:11][CH:13]1[CH2:14][CH2:15][C:16]([CH3:30])([CH3:31])[CH:17]([N:19]2[C:20](=[O:29])[c:21]3[cH:22][cH:23][cH:24][cH:25][c:26]3[C:27]2=[O:28])[CH2:18]1. The reactants are CCCCP(=CC#N)(CCCC)CCCC, Cc1c(O)ccc2[nH]ncc12, Cc1ccccc1, CC1(C)CCC(O)CC1N1C(=O)c2ccccc2C1=O. The reactants are CO, COC(=O)c1cc2cc([N+](=O)[O-])ccc2s1. The product is COC(=O)c1cc2cc(N)ccc2s1. RXN SMILES: [CH3:17][OH:18].[CH3:1][O:2][C:3](=[O:4])[c:5]1[cH:6][c:7]2[c:8]([s:9]1)[cH:10][cH:11][c:12]([N+:14]([O-:15])=[O:16])[cH:13]2>>[CH3:1][O:2][C:3](=[O:4])[c:5]1[cH:6][c:7]2[c:8]([s:9]1)[cH:10][cH:11][c:12]([NH2:14])[cH:13]2.